The task is: describe an organic reaction: reactants, conditions, products, and yield. This data is from the Open Reaction Database (ORD), a public repository of structured organic reaction records. Reactants: polypropylene glycol mono(meth)acrylate, OCC(O)CO (glycerin), polyethylene glycol mono(meth)acrylate, C(C=C)(=O)[O-] (acrylate), phenoxyethyl(meth)acrylate, C(C(=C)C)(=O)[O-] (methacrylate). Yields the product C1CO1 (ethylene oxide), C1C(C)O1 (propylene oxide), C(O)C(CC)(CO)CO (trimethylolpropane), tri(acryloyloxyethyl)isocyanurate, C(O)C(C)(CO)CO (trimethylolethane). Reaction SMILES: [C:1]([O-:5])(=[O:4])[CH:2]=C.[C:6]([O-:11])(=O)[C:7]([CH3:9])=[CH2:8].[OH:12][CH2:13][CH:14]([CH2:16][OH:17])O>>[CH2:1]1[O:5][CH2:2]1.[CH2:6]1[O:11][CH:7]1[CH3:8].[CH2:1]([C:14]([CH2:13][OH:12])([CH2:16][OH:17])[CH2:6][CH3:7])[OH:4].[CH2:1]([C:7]([CH2:6][OH:11])([CH2:8][OH:12])[CH3:9])[OH:4]. Reported procedure: As a compound having at least one addition polymerizable ethylenically unsaturated group and a boiling point of 100° C. or more under normal pressure, there can be exemplified a monofunctional acrylate and methacrylate such as polyethylene glycol mono(meth)acrylate, polypropylene glycol mono(meth)acrylate, and phenoxyethyl(meth)acrylate; compounds obtained by the addition of ethylene oxide or propylene oxide to polyfunctional alcohol such as polyethylene glycol di(meth)acrylate, trimethylolethan... The reactants are C(C=C)(=O)OC(C)(C)[C@@]12CCCC[C@]2(CCCC1)OCOCCOC (4a-(1-acryloyloxy-1-methylethyl)-8a-(2-methoxyethoxymethoxy)-cis-decalin), Cl (hydrochloric acid). Run in CC(=O)C (acetone). Run at time 1 hour. The product is C(C=C)(=O)OC(C)(C)[C@@]12CCCC[C@]2(CCCC1)O (4a-(1-acryloyloxy-1-methylethyl)-8a-hydroxy-cis-decalin). Yield: 98.0%. RXN SMILES: [C:1]([O:5][C:6]([C@@:9]12[CH2:18][CH2:17][CH2:16][CH2:15][C@:14]1([O:19]COCCOC)[CH2:13][CH2:12][CH2:11][CH2:10]2)([CH3:8])[CH3:7])(=[O:4])[CH:2]=[CH2:3].Cl>CC(C)=O>[C:1]([O:5][C:6]([C@@:9]12[CH2:18][CH2:17][CH2:16][CH2:15][C@:14]1([OH:19])[CH2:13][CH2:12][CH2:11][CH2:10]2)([CH3:8])[CH3:7])(=[O:4])[CH:2]=[CH2:3]. Reported procedure: A mixture of 100 mmol of 4a-(1-acryloyloxy-1-methylethyl)-8a-(2-methoxyethoxymethoxy)-cis-decalin, 6 N-hydrochloric acid (150 mmol in terms of HCl), and 30 ml of acetone was stirred at room temperature for 1 hour. The resulting reaction mixture was concentrated to yield 4a-(1-acryloyloxy-1-methylethyl)-8a-hydroxy-cis-decalin represented by the following formula (yield: 98%). The conversion rate from 4a-(1-acryloyloxy-1-methylethyl)-8a-(2-methoxyethoxymethoxy)-cis-decalin was 99%. Reactants: CC(C)([O-])C.[K+] (potassium tert-butoxide), C(C=C)(=O)OC (Methyl acrylate), C(C=C)(=O)OC (methyl acrylate), BrC1=CC=C2CCC(C2=C1)=O (6-bromo-1-indanone), C(C=C)(=O)OC (methyl acrylate). The reagents and catalysts are CC(C)([O-])C.[K+] (potassium tert-butoxide), CC(C)([O-])C.[K+] (potassium tert-butoxide), CC(C)([O-])C.[K+] (potassium tert-butoxide). Run in C1CCOC1 (THF), C1CCOC1 (THF), C1CCOC1 (THF), C1CCOC1 (THF). Reaction conditions: temperature 20 celsius, time 6 hour. Yields the product BrC1=CC=C2CC3(C(C2=C1)=O)CCC(CC3)=O (6′-Bromospiro[cyclohexane-1,2′-indene]-1′,4(3′H)-dione). Isolated yield 61.7%. As a reaction SMILES: [C:1]([O:5]C)(=O)[CH:2]=[CH2:3].[Br:7][C:8]1[CH:16]=[C:15]2[C:11]([CH2:12][CH2:13][C:14]2=[O:17])=[CH:10][CH:9]=1.[CH3:18][C:19](C)([O-])C.[K+]>C1COCC1.CC(C)([O-])C.[K+]>[Br:7][C:8]1[CH:16]=[C:15]2[C:11]([CH2:12][C:13]3([CH2:3][CH2:2][C:1](=[O:5])[CH2:19][CH2:18]3)[C:14]2=[O:17])=[CH:10][CH:9]=1 |f:2.3,5.6|. Procedure details: Methyl acrylate (6.6 L, 73 mol) was charged gradually in three equal portions (each 2.2 L, 24.6 mol) to a mixture of 6-bromo-1-indanone (8.00 kg, 37.9 mol), THF (16 L) and potassium tert-butoxide (210 g, 1.87 mol) at approximately 20-30° C. Additional potassium tert-butoxide (86 g, 0.77 mol), dissolved in THF (0.39 L), was charged after the first portion of methyl acrylate. More potassium tert-butoxide (86 g, 0.77 mol), dissolved in THF (0.39 L), was charged after the second portion of methyl ac... Reactants: CC(C[C@@H](COC=1C=CC2=C(N(C(C3=CN=CC=C23)=O)C)C1)NC(OC(C)(C)C)=O)C ((S)-tert-butyl (4-methyl-1-((6-methyl-5-oxo-5,6-dihydrobenzo[c][2,7]naphthyridin-8-yl)oxy)pentan-2-yl)carbamate), [H-].[Na+] (NaH), CI (MeI), C(C)(=O)OCC (ethyl acetate). Run in C1CCOC1 (THF). Run at temperature 0 celsius, time 30 minute. Yields the product CN(C(OC(C)(C)C)=O)[C@H](COC=1C=CC2=C(N(C(C3=CN=CC=C23)=O)C)C1)CC(C)C ((S)-tert-butyl methyl(4-methyl-1-(6-methyl-5-oxo-5,6-dihydrobenzo[c][2,7]naphthyridin-8-yloxy)pentan-2-yl)carbamate). Isolated yield 87.0%. RXN SMILES: [CH3:1][CH:2]([CH3:31])[CH2:3][C@H:4]([NH:23][C:24](=[O:30])[O:25][C:26]([CH3:29])([CH3:28])[CH3:27])[CH2:5][O:6][C:7]1[CH:8]=[CH:9][C:10]2[C:19]3[C:14](=[CH:15][N:16]=[CH:17][CH:18]=3)[C:13](=[O:20])[N:12]([CH3:21])[C:11]=2[CH:22]=1.[H-].[Na+].CI.[C:36](OCC)(=O)C>C1COCC1>[CH3:36][N:23]([C@@H:4]([CH2:3][CH:2]([CH3:31])[CH3:1])[CH2:5][O:6][C:7]1[CH:8]=[CH:9][C:10]2[C:19]3[C:14](=[CH:15][N:16]=[CH:17][CH:18]=3)[C:13](=[O:20])[N:12]([CH3:21])[C:11]=2[CH:22]=1)[C:24](=[O:30])[O:25][C:26]([CH3:29])([CH3:28])[CH3:27] |f:1.2|. Reported procedure: To a solution of (S)-tert-butyl (4-methyl-1-((6-methyl-5-oxo-5,6-dihydrobenzo[c][2,7]naphthyridin-8-yl)oxy)pentan-2-yl)carbamate (200 mg, 0.470 mmol) (Preparation description in Example 2, Part D) in THF (4 mL) at 0° C. was added NaH (37.6 mg, 0.940 mmol). The reaction was stirred at 0° C. for 30 min then MeI (0.044 mL, 0.705 mmol) was added. The reaction mixture was then stirred at 0° C. for 16 h. The reaction mixture was quenched with ice cold water (50 mL) and extracted with ethyl acetate (3×... Reactants: [F-].C(CCC)[N+](CCCC)(CCCC)CCCC (Tetrabutylammonium fluoride), COC(CC1=CC=C(C=C1)C1=C(C=C(C=C1)C(CC)(C1=CC(=C(C=C1)C#CC1(CCOCC1)O[Si](C)(C)C)C)CC)C)=O ((4′-{1-ethyl-1-[3-methyl-4-(4-trimethylsilanyloxytetrahydro-pyran-4-ylethynyl)-phenyl]-propyl}-2′-methyl-biphenyl-4-yl)-acetic acid methyl ester). Solvent: O1CCCC1 (tetrahydrofuran), C(C)(=O)OCC (ethyl acetate). Conditions: time 15 minute. Yields the product COC(CC1=CC=C(C=C1)C1=C(C=C(C=C1)C(CC)(C1=CC(=C(C=C1)C#CC1(CCOCC1)O)C)CC)C)=O ((4′-{1-ethyl-1-[4-(4-hydroxy-tetrahydro-pyran-4-ylethynyl)-3-methyl-phenyl]-propyl}-2′-methyl-biphenyl-4-yl)-acetic Acid Methyl Ester). The yield is 89.8%. RXN SMILES: [F-].C([N+](CCCC)(CCCC)CCCC)CCC.[CH3:19][O:20][C:21](=[O:61])[CH2:22][C:23]1[CH:28]=[CH:27][C:26]([C:29]2[CH:34]=[CH:33][C:32]([C:35]([CH2:58][CH3:59])([C:38]3[CH:43]=[CH:42][C:41]([C:44]#[C:45][C:46]4([O:52][Si](C)(C)C)[CH2:51][CH2:50][O:49][CH2:48][CH2:47]4)=[C:40]([CH3:57])[CH:39]=3)[CH2:36][CH3:37])=[CH:31][C:30]=2[CH3:60])=[CH:25][CH:24]=1>O1CCCC1.C(OCC)(=O)C>[CH3:19][O:20][C:21](=[O:61])[CH2:22][C:23]1[CH:24]=[CH:25][C:26]([C:29]2[CH:34]=[CH:33][C:32]([C:35]([CH2:36][CH3:37])([C:38]3[CH:43]=[CH:42][C:41]([C:44]#[C:45][C:46]4([OH:52])[CH2:51][CH2:50][O:49][CH2:48][CH2:47]4)=[C:40]([CH3:57])[CH:39]=3)[CH2:58][CH3:59])=[CH:31][C:30]=2[CH3:60])=[CH:27][CH:28]=1 |f:0.1|. Procedure: Tetrabutylammonium fluoride (1 M solution in tetrahydrofuran, 0.364 mL, 0.364 mmol) was added to a solution of (4′-{1-ethyl-1-[3-methyl-4-(4-trimethylsilanyloxytetrahydro-pyran-4-ylethynyl)-phenyl]-propyl}-2′-methyl-biphenyl-4-yl)-acetic acid methyl ester (Example 130-(5); 43.5 mg, 0.073 mmol) in tetrahydrofuran (3 mL), and the mixture was stirred at room temperature for 15 minutes. Then, the reaction mixture was diluted with ethyl acetate and was washed with brine. The organic layer was dried o... Reactants: [OH-].[Na+] (sodium hydroxide), COC=1C=C2C(NC=NC2=CC1OC)=O (6,7-dimethoxy-3,4-dihydroquinazolin-4-one), N[C@@H](CCSC)C(=O)O (racemic methionine), O (water). Solvent: CS(=O)(=O)O (methanesulphonic acid). Run at temperature 100 celsius. The product is C(C)(=O)OC=1C=C2C(NC=NC2=CC1OC)=O (6-acetoxy-7-methoxy-3,4-dihydro-quinazolin-4-one). Yield: 57.0%. RXN SMILES: CO[C:3]1[CH:4]=[C:5]2[C:10](=[CH:11][C:12]=1[O:13][CH3:14])[N:9]=[CH:8][NH:7][C:6]2=[O:15].N[C@H:17](C(O)=O)[CH2:18]CSC.[OH2:25].[OH-:26].[Na+]>CS(O)(=O)=O>[C:17]([O:26][C:3]1[CH:4]=[C:5]2[C:10](=[CH:11][C:12]=1[O:13][CH3:14])[N:9]=[CH:8][NH:7][C:6]2=[O:15])(=[O:25])[CH3:18] |f:3.4|. Procedure: A mixture of 6,7-dimethoxy-3,4-dihydroquinazolin-4-one (20.0 g, 97 mmol) and racemic methionine (21.7 g, 146 mmol) in methanesulphonic acid (150 ml) were heated at 100° C. for 5.5 hours and then allowed to cool to ambient temperature over 18 hours. The reaction was poured into cold water (750 ml), the pH of the aqueous solution was adjusted to pH 6 (by addition of 2.0N aqueous sodium hydroxide solution) and the solid which formed was collected by suction filtration. The solid was dried in vacuo ...